From a dataset of the Open Reaction Database (ORD), a public repository of structured organic reaction records. describe an organic reaction: reactants, conditions, products, and yield Reactants: ClC1=NC=C(C(=O)OC(C)C)C=C1 (isopropyl 6-chloronicotinate), N1CCOCC1 (morpholine). Run in C(C)(C)O (isopropyl alcohol). Yields the product O1CCN(CC1)C1=NC=C(C(=O)OC(C)C)C=C1 (isopropyl 6-morpholinonicotinate). As a reaction SMILES: Cl[C:2]1[CH:13]=[CH:12][C:5]([C:6]([O:8][CH:9]([CH3:11])[CH3:10])=[O:7])=[CH:4][N:3]=1.[NH:14]1[CH2:19][CH2:18][O:17][CH2:16][CH2:15]1>C(O)(C)C>[O:17]1[CH2:18][CH2:19][N:14]([C:2]2[CH:13]=[CH:12][C:5]([C:6]([O:8][CH:9]([CH3:11])[CH3:10])=[O:7])=[CH:4][N:3]=2)[CH2:15][CH2:16]1. Procedure: A solution of isopropyl 6-chloronicotinate (6.0 g, 0.03 mol) and morpholine (13 mL, 0.15 mol) in isopropyl alcohol (60 mL) was heated at reflux for 72 hours. The solution was allowed to cool to ambient temperature overnight. The resulting precipitate was isolated by filtration, washed with isopropyl alcohol and dried to provide isopropyl 6-morpholinonicotinate. The filtrate was diluted with water. The resulting precipitate was isolated by filtration, washed with water and dried to provide isopro...